The task is: describe an organic reaction: reactants, conditions, products, and yield. This data is from the Open Reaction Database (ORD), a public repository of structured organic reaction records. Starting materials: [BH4-].[Na+] (NaBH4), C(#N)C=1C=NC=CC1CC(=O)OC (methyl 2-(3-cyanopyridin-4-yl)acetate), C(C)(=O)OCC (ethyl acetate). The solvent is CCCCCC (hexane), C(C)O (ethanol). Conditions: temperature 0 celsius, time 4 hour. The product is OCCC1=CC=NC=C1C#N (4-(2-hydroxyethyl)nicotinonitrile). Isolated yield 22.4%. Reaction SMILES: [BH4-].[Na+].[C:3]([C:5]1[CH:6]=[N:7][CH:8]=[CH:9][C:10]=1[CH2:11][C:12](OC)=[O:13])#[N:4].C(OCC)(=O)C>C(O)C.CCCCCC>[OH:13][CH2:12][CH2:11][C:10]1[C:5]([C:3]#[N:4])=[CH:6][N:7]=[CH:8][CH:9]=1 |f:0.1|. Procedure: NaBH4 (228 mg, 6.023 mmol) was added portion wise over a period of 20 minutes to a solution of methyl 2-(3-cyanopyridin-4-yl)acetate (I-65a: 530 mg, 3.011 mmol) in ethanol (6 mL) at 0° C. and the resulting reaction mass was stirred at 0° C. for 4 hours. The reaction was monitored by TLC (50% ethyl acetate in hexane). The reaction mass was quenched with saturated NH4Cl solution and extracted using ethyl acetate. The organic layer was washed with water, brine solution, dried over Na2SO4 and concen...